From a dataset of the Open Reaction Database (ORD), a public repository of structured organic reaction records. describe an organic reaction: reactants, conditions, products, and yield The reactants are C(C)(C)(C)OC(=O)N1CCC12CN(C2)C(NCC2=C(C=C(C=C2)Cl)Cl)=O (6-(2,4-Dichloro-benzylcarbamoyl)-1,6-diaza-spiro[3.3]heptane-1-carboxylic acid tert-butyl ester), ClC1=CC=C(C=C1)S(=O)(=O)Cl (4-chlorobenzene-1-sulfonyl chloride). Yields the product ClC1=C(CNC(=O)N2CC3(CCN3S(=O)(=O)C3=CC=C(C=C3)Cl)C2)C=CC(=C1)Cl (1-(4-Chloro-benzenesulfonyl)-1,6-diaza-spiro[3.3]heptane-6-carboxylic acid 2,4-dichloro-benzylamide). Reaction SMILES: C(OC([N:8]1[C:11]2([CH2:14][N:13]([C:15](=[O:26])[NH:16][CH2:17][C:18]3[CH:23]=[CH:22][C:21]([Cl:24])=[CH:20][C:19]=3[Cl:25])[CH2:12]2)[CH2:10][CH2:9]1)=O)(C)(C)C.[Cl:27][C:28]1[CH:33]=[CH:32][C:31]([S:34](Cl)(=[O:36])=[O:35])=[CH:30][CH:29]=1>>[Cl:25][C:19]1[CH:20]=[C:21]([Cl:24])[CH:22]=[CH:23][C:18]=1[CH2:17][NH:16][C:15]([N:13]1[CH2:12][C:11]2([N:8]([S:34]([C:31]3[CH:32]=[CH:33][C:28]([Cl:27])=[CH:29][CH:30]=3)(=[O:36])=[O:35])[CH2:9][CH2:10]2)[CH2:14]1)=[O:26]. Reported procedure: In analogy to the experimental procedure of example 6b) 6-(2,4-Dichloro-benzylcarbamoyl)-1,6-diaza-spiro[3.3]heptane-1-carboxylic acid tert-butyl ester instead of tert-butyl 1-(2,4-dichlorobenzylcarbamoyl)-1,6-diazaspiro[3.3]heptane-6-carboxylate was converted using 4-chlorobenzene-1-sulfonyl chloride into the title compound which was obtained as an off-white solid (41 mg, 23%). MS m/e: 474 (M+H)+. The reactants are ClC1=CC=C(C=C1)C(C=1C(=NN(C1C)C)C(=O)O)NC1=CN(C(C(=C1)F)=O)C (4-((4-chlorophenyl)(5-fluoro-1-methyl-6-oxo-1,6-dihydropyridin-3-ylamino)methyl)-1,5-dimethyl-1H-pyrazole-3-carboxylic acid). Solvent: C(Cl)Cl.CO (CH2Cl2 MeOH). Yields the product ClC1=CC=C(C=C1)C1N(C(C2=NN(C(=C21)C)C)=O)C2=CN(C(C(=C2)F)=O)C (4-(4-chlorophenyl)-5-(5-fluoro-1-methyl-6-oxo-1,6-dihydropyridin-3-yl)-2,3-dimethyl-4,5-dihydropyrrolo[3,4-c]pyrazol-6(2H)-one). As a reaction SMILES: [Cl:1][C:2]1[CH:7]=[CH:6][C:5]([CH:8]([NH:19][C:20]2[CH:25]=[C:24]([F:26])[C:23](=[O:27])[N:22]([CH3:28])[CH:21]=2)[C:9]2[C:10]([C:16](O)=[O:17])=[N:11][N:12]([CH3:15])[C:13]=2[CH3:14])=[CH:4][CH:3]=1>C(Cl)Cl.CO>[Cl:1][C:2]1[CH:3]=[CH:4][C:5]([CH:8]2[C:9]3[C:10](=[N:11][N:12]([CH3:15])[C:13]=3[CH3:14])[C:16](=[O:17])[N:19]2[C:20]2[CH:25]=[C:24]([F:26])[C:23](=[O:27])[N:22]([CH3:28])[CH:21]=2)=[CH:6][CH:7]=1 |f:1.2|. Procedure: The title compound was prepared in analogy to the procedure described in Example 1 using 4-((4-chlorophenyl)(5-fluoro-1-methyl-6-oxo-1,6-dihydropyridin-3-ylamino)methyl)-1,5-dimethyl-1H-pyrazole-3-carboxylic acid (Step 31.2). tR: 3.64 min (HPLC 1); tR: 0.80 min (LC-MS 2); ESI-MS: 387 [M+H]+ (LC-MS 2); Rf=0.51 (CH2Cl2/MeOH 9:1); 1H NMR (400 MHz, DMSO-d6) δ ppm 2.06 (s, 3H) 3.43 (s, 3H) 3.83 (s, 3H) 6.13 (s, 1H) 7.23-7.29 (m, 2H) 7.33-7.40 (m, 2H) 7.57-7.67 (m, 1H) 7.79 (br. s, 1H). Starting materials: ClCCl (dichloromethane), C(C)(C)[Mg]Cl (iso-propylmagnesium chloride), ClCCl (dichloromethane), CON(C(C(CC#C)NC(OC(C)(C)C)=O)=O)C (tert-butyl (1-[methoxy(methyl)amino]-1-oxopent-4-yn-2-yl)carbamate), BrC1=C(C=CC(=C1)F)F (1-bromo-2,5-difluorobenzene), C(C)(C)[Mg]Cl (iso-propylmagnesium chloride). Solvent: C1CCOC1 (THF), C1CCOC1 (THF). Reaction conditions: temperature -15 celsius, time 2 hour. Product: FC1=C(C=C(C=C1)F)C(C(CC#C)NC(OC(C)(C)C)=O)=O (tert-butyl [1-(2,5-difluorophenyl)-1-oxopent-4-yn-2-yl]carbamate). RXN SMILES: ClCCl.C([Mg]Cl)(C)C.Br[C:10]1[CH:15]=[C:14]([F:16])[CH:13]=[CH:12][C:11]=1[F:17].CON(C)[C:21](=[O:34])[CH:22]([NH:26][C:27](=[O:33])[O:28][C:29]([CH3:32])([CH3:31])[CH3:30])[CH2:23][C:24]#[CH:25]>C1COCC1>[F:17][C:11]1[CH:12]=[CH:13][C:14]([F:16])=[CH:15][C:10]=1[C:21](=[O:34])[CH:22]([NH:26][C:27](=[O:33])[O:28][C:29]([CH3:30])([CH3:32])[CH3:31])[CH2:23][C:24]#[CH:25]. Procedure: An inerted vessel was charged dichloromethane (866 kg) and cooled to −20 to −10° C. Then iso-propylmagnesium chloride solution in THF (2M, 326.1 kg, 669 mol) was slowly added followed by 1-bromo-2,5-difluorobenzene (120.1 kg, 622 mol). After 2 h at this temperature, an additional charge of iso-propylmagnesium chloride in THF solution was slowly added (2M, 58.65 kg, 121 mol) and the reaction aged 1 h. Then, a drop-wise addition of a dichloromethane solution of tert-butyl (1-[methoxy(methyl)amino]... Reactants: COC(=O)C(=O)Nc1ccccc1C(C)(C)C, CO, CO, Cl, [Na+], [OH-], O. Product: CC(C)(C)c1ccccc1NC(=O)C(=O)O. RXN SMILES: [C:1]([CH3:2])([CH3:3])([CH3:4])[c:5]1[c:6]([NH:11][C:12]([C:13](=[O:14])[O:15][CH3:16])=[O:17])[cH:7][cH:8][cH:9][cH:10]1.[CH3:18][OH:19].[CH3:22][OH:23].[ClH:24].[Na+:21].[OH-:20].[OH2:25]>>[C:1]([CH3:2])([CH3:3])([CH3:4])[c:5]1[c:6]([NH:11][C:12]([C:13](=[O:14])[OH:15])=[O:17])[cH:7][cH:8][cH:9][cH:10]1. Starting materials: BrCc1ccccc1, CCCCCC, [H-], [Na+], C1CCOC1, O=Cc1c[nH]c2ccccc12. Product: O=Cc1cn(Cc2ccccc2)c2ccccc12. As a reaction SMILES: [Br:14][CH2:15][c:16]1[cH:17][cH:18][cH:19][cH:20][cH:21]1.[CH3:22][CH2:23][CH2:24][CH2:25][CH2:26][CH3:27].[H-:12].[Na+:13].[O:28]1[CH2:29][CH2:30][CH2:31][CH2:32]1.[nH:1]1[cH:2][c:3]([CH:10]=[O:11])[c:4]2[cH:5][cH:6][cH:7][cH:8][c:9]12>>[n:1]1([CH2:15][c:16]2[cH:17][cH:18][cH:19][cH:20][cH:21]2)[cH:2][c:3]([CH:10]=[O:11])[c:4]2[cH:5][cH:6][cH:7][cH:8][c:9]12. Starting materials: C(C)(=O)C1(CC1)CSC1=CC=CC=C1 (1-Acetyl-1-(benzenesulfenylmethyl)cyclopropane), C[Mg]Br (methylmagnesium bromide). Run in C(C)OCC (diethyl ether). Yields the product C1(=CC=CC=C1)SCC1(CC1)C(C)(C)O (1-Benzenesulfenylmethyl-1-(2-hydroxy-2-propyl)cyclopropane). As a reaction SMILES: [C:1]([C:4]1([CH2:7][S:8][C:9]2[CH:14]=[CH:13][CH:12]=[CH:11][CH:10]=2)[CH2:6][CH2:5]1)(=[O:3])[CH3:2].[CH3:15][Mg]Br>C(OCC)C>[C:9]1([S:8][CH2:7][C:4]2([C:1]([OH:3])([CH3:15])[CH3:2])[CH2:6][CH2:5]2)[CH:10]=[CH:11][CH:12]=[CH:13][CH:14]=1. Procedure: To a stirred and ice-cooled solution of 6 (6.16 g, 29.9 mmol) in diethyl ether (60 mL) was added a solution of methylmagnesium bromide (3.0M solution in diethyl ether, 12 mL) dropwise over 10 min under nitrogen. The mixture was stirred for 20 min. The reaction was quenched by an addition of ammonium chloride solution and the organic layer was separated. The aqueous layer was extracted with diethyl ether and the combined organic layers were washed with brine, and dried over sodium sulfate. Filtra...